Dataset: the Open Reaction Database (ORD), a public repository of structured organic reaction records. Task: describe an organic reaction: reactants, conditions, products, and yield Starting materials: ClC1=NC=C(C(=N1)N)C (2-chloro-5-methylpyrimidin-4-amine), BrC1=C(C(=CC=C1)C)C (1-bromo-2,3-dimethylbenzene), CC1(C2=C(C(=CC=C2)P(C3=CC=CC=C3)C4=CC=CC=C4)OC5=C(C=CC=C51)P(C6=CC=CC=C6)C7=CC=CC=C7)C (Xantphos), C([O-])([O-])=O.[Cs+].[Cs+] (cesium carbonate). The reagents and catalysts are C=1C=CC(=CC1)/C=C/C(=O)/C=C/C2=CC=CC=C2.C=1C=CC(=CC1)/C=C/C(=O)/C=C/C2=CC=CC=C2.C=1C=CC(=CC1)/C=C/C(=O)/C=C/C2=CC=CC=C2.[Pd].[Pd] (Pd2(dba)3). The solvent is O1CCOCC1 (dioxane). Product: ClC1=NC=C(C(=N1)NC1=C(C(=CC=C1)C)C)C (2-Chloro-5-methyl-N-(2,3-dimethylphenyl)pyrimidin-4-amine). As a reaction SMILES: [Cl:1][C:2]1[N:7]=[C:6]([NH2:8])[C:5]([CH3:9])=[CH:4][N:3]=1.Br[C:11]1[CH:16]=[CH:15][CH:14]=[C:13]([CH3:17])[C:12]=1[CH3:18].CC1(C)C2C(=C(P(C3C=CC=CC=3)C3C=CC=CC=3)C=CC=2)OC2C(P(C3C=CC=CC=3)C3C=CC=CC=3)=CC=CC1=2.C(=O)([O-])[O-].[Cs+].[Cs+]>O1CCOCC1.C1C=CC(/C=C/C(/C=C/C2C=CC=CC=2)=O)=CC=1.C1C=CC(/C=C/C(/C=C/C2C=CC=CC=2)=O)=CC=1.C1C=CC(/C=C/C(/C=C/C2C=CC=CC=2)=O)=CC=1.[Pd].[Pd]>[Cl:1][C:2]1[N:7]=[C:6]([NH:8][C:11]2[CH:16]=[CH:15][CH:14]=[C:13]([CH3:17])[C:12]=2[CH3:18])[C:5]([CH3:9])=[CH:4][N:3]=1 |f:3.4.5,7.8.9.10.11|. Reported procedure: A mixture of 2-chloro-5-methylpyrimidin-4-amine (143.6 mg, 1 mmol), 1-bromo-2,3-dimethylbenzene (222 mg, 1.2 mmol), Pd2(dba)3 (92 mg, 0.1 mmol), Xantphos (174 mg, 0.3 mmol) and cesium carbonate (1.3 g, 4 mmol) were suspended in dioxane (150 mL) and heated at reflux under the argon atmosphere for 20 h. The mixture was filtered and the filtrate concentrated in vacuo. The residue was dissolved in EtOAc (10 mL) and added hexanes (100 mL). The solid was collected by filtration and washed with hexanes... Starting materials: ClC1=NC=NC(=C1)OCC#C (4-chloro-6-(2-propynyloxy)pyrimidine), C([O-])([O-])=O.[K+].[K+] (potassium carbonate), FC(C=1C=C(C=CC1)O)(F)F (3-trifluoromethylphenol), [Cl-].[NH4+] (ammonium chloride). Solvent: CN(C=O)C (N,N-dimethylformamide). Run at temperature 60 celsius, time 7 hour. The product is FC(C=1C=C(OC2=NC=NC(=C2)OCC#C)C=CC1)(F)F (4-(3-trifluoromethylphenoxy)-6-(2-propynyloxy)pyrimidine). Isolated yield 75.4%. As a reaction SMILES: Cl[C:2]1[CH:7]=[C:6]([O:8][CH2:9][C:10]#[CH:11])[N:5]=[CH:4][N:3]=1.C(=O)([O-])[O-].[K+].[K+].[F:18][C:19]([F:28])([F:27])[C:20]1[CH:21]=[C:22]([OH:26])[CH:23]=[CH:24][CH:25]=1.[Cl-].[NH4+]>CN(C)C=O>[F:18][C:19]([F:27])([F:28])[C:20]1[CH:21]=[C:22]([CH:23]=[CH:24][CH:25]=1)[O:26][C:2]1[CH:7]=[C:6]([O:8][CH2:9][C:10]#[CH:11])[N:5]=[CH:4][N:3]=1 |f:1.2.3,5.6|. Reported procedure: To 5 ml of N,N-dimethylformamide were added 0.2 g of 4-chloro-6-(2-propynyloxy)pyrimidine, 0.25 g of potassium carbonate, and 0.19 g of 3-trifluoromethylphenol, followed by stirring at 60° C. for 7 hours. The reaction mixture was then left for cooling to room temperature and poured into a saturated aqueous ammonium chloride solution, which was extracted three times with chloroform. The chloroform layers were combined, washed with diluted hydrochloric acid and then with water, and dried over anhy... Starting materials: CC(=O)O, Cc1ccccc1, [I-], [K+], O=NOS(=O)(=O)O, O=N[O-], CC1(C)C=Cc2cc(N)c([N+](=O)[O-])cc2O1, [Na+], O, O=S(=O)(O)O. Yields the product CC1(C)C=Cc2cc(I)c([N+](=O)[O-])cc2O1. As a reaction SMILES: [CH3:30][C:31](=[O:32])[OH:33].[CH3:40][c:41]1[cH:42][cH:43][cH:44][cH:45][cH:46]1.[I-:29].[K+:28].[N:17]([O:18][S:19](=[O:20])(=[O:21])[OH:22])=[O:23].[N:24]([O-:25])=[O:26].[NH2:1][c:2]1[cH:3][c:4]2[c:5]([cH:12][c:13]1[N+:14](=[O:15])[O-:16])[O:6][C:7]([CH3:10])([CH3:11])[CH:8]=[CH:9]2.[Na+:27].[OH2:39].[S:34](=[O:35])(=[O:36])([OH:37])[OH:38]>>[c:2]1([I:29])[cH:3][c:4]2[c:5]([cH:12][c:13]1[N+:14](=[O:15])[O-:16])[O:6][C:7]([CH3:10])([CH3:11])[CH:8]=[CH:9]2. The reactants are CC1(C)C=C(c2ccc(F)cc2C2CCN(C(=O)OC(C)(C)C)CC2)CC(C)(C)C1, ClCCl, O=C(O)C(F)(F)F. Yields the product CC1(C)C=C(c2ccc(F)cc2C2CCNCC2)CC(C)(C)C1. RXN SMILES: [C:1]([O:2][C:3](=[O:4])[N:8]1[CH2:9][CH2:10][CH:11]([c:14]2[c:15]([C:21]3=[CH:22][C:23]([CH3:29])([CH3:30])[CH2:24][C:25]([CH3:27])([CH3:28])[CH2:26]3)[cH:16][cH:17][c:18]([F:20])[cH:19]2)[CH2:12][CH2:13]1)([CH3:5])([CH3:6])[CH3:7].[Cl:38][CH2:39][Cl:40].[OH:31][C:32]([C:33]([F:34])([F:35])[F:36])=[O:37]>>[NH:8]1[CH2:9][CH2:10][CH:11]([c:14]2[c:15]([C:21]3=[CH:22][C:23]([CH3:29])([CH3:30])[CH2:24][C:25]([CH3:27])([CH3:28])[CH2:26]3)[cH:16][cH:17][c:18]([F:20])[cH:19]2)[CH2:12][CH2:13]1. The reactants are O=C([O-])[O-], CCOC(=O)C1CCC[NH2+]C1, CC(C)=O, ClCCBr, Cl, [K+], [K+]. Product: CCOC(=O)C1CCCN(CCCl)C1. RXN SMILES: [C:17](=[O:18])([O-:19])[O-:20].[CH2:2]([CH3:3])[O:4][C:5](=[O:6])[CH:7]1[CH2:8][NH2+:9][CH2:10][CH2:11][CH2:12]1.[CH3:23][C:24](=[O:25])[CH3:26].[Cl:13][CH2:14][CH2:15][Br:16].[ClH:1].[K+:21].[K+:22]>>[CH2:2]([CH3:3])[O:4][C:5](=[O:6])[CH:7]1[CH2:8][N:9]([CH2:15][CH2:14][Cl:13])[CH2:10][CH2:11][CH2:12]1. Starting materials: C1(C=2C(C(N1)=O)=CC=CC2)=O (phthalimide), C1(=CC=CC=C1)P(C1=CC=CC=C1)C1=CC=CC=C1 (triphenylphosphine), N(=NC(=O)OCC)C(=O)OCC (diethyl azodicarboxylate), ClC1=C(C=CC=C1)C(C1=C(C=CC(=C1)[N+](=O)[O-])N1C(=NC=C1)CO)=O (2'-chloro-5-nitro-2-[2-(hydroxymethyl)imidazol-1-yl]benzophenone). Product: C(C1=CC=CC=C1)(=O)C1=CC=CC=C1 (benzophenone). As a reaction SMILES: Cl[C:2]1[CH:7]=[CH:6][CH:5]=[CH:4][C:3]=1[C:8](=[O:25])[C:9]1[CH:14]=[C:13]([N+]([O-])=O)[CH:12]=[CH:11][C:10]=1N1C=CN=C1CO.C1(=O)NC(=O)C2=CC=CC=C12.C1(P(C2C=CC=CC=2)C2C=CC=CC=2)C=CC=CC=1.N(C(OCC)=O)=NC(OCC)=O>>[C:8]([C:9]1[CH:14]=[CH:13][CH:12]=[CH:11][CH:10]=1)(=[O:25])[C:3]1[CH:4]=[CH:5][CH:6]=[CH:7][CH:2]=1. Procedure details: In the manner given in Example 17, 2'-chloro-5-nitro-2-[2-(hydroxymethyl)imidazol-1-yl]benzophenone is treated with phthalimide and triphenylphosphine and finally with diethyl azodicarboxylate to give 2'-chloro-5-nitro-2-[2-phthalimidomethyl)imidazol-1-yl]benzophenone. Reactants: COC1=CC=C(C=C1)C(C1=CC=CC=C1)(C1=CC=C(C=C1)OC)NC1=N[C@](C(C(N1C)=O)(C)C)(C)C1=C(C=CC(=C1)Br)F ((S)-2-{[bis-(4-methoxy-phenyl)-phenyl-methyl]-amino}-6-(5-bromo-2-fluoro-phenyl)-3,5,5,6-tetramethyl-5,6-dihydro-3H-pyrimidin-4-one), COC1=CC=C(C=C1)C(C1=CC=CC=C1)(C1=CC=C(C=C1)OC)NC1=N[C@](C(C(N1C)=O)(C)C)(C)C1=C(C=CC(=C1)Br)F ((S)-2-{[bis-(4-methoxy-phenyl)-phenyl-methyl]-amino}-6-(5-bromo-2-fluoro-phenyl)-3,5,5,6-tetramethyl-5,6-dihydro-3H-pyrimidin-4-one), NC1=C(C=C(C#N)C=C1)F (4-amino-3-fluoro-benzonitrile). Yields the product NC=1N(C(C([C@@](N1)(C)C=1C=C(C=CC1F)NC1=C(C=C(C#N)C=C1)F)(C)C)=O)C ((S)-4-(3-(2-Amino-1,4,5,5-tetramethyl-6-oxo-1,4,5,6-tetrahydropyrimidin-4-yl)-4-fluorophenylamino)-3-fluorobenzonitrile). As a reaction SMILES: COC1C=CC(C([NH:24][C:25]2[N:30]([CH3:31])[C:29](=[O:32])[C:28]([CH3:34])([CH3:33])[C@:27]([C:36]3[CH:41]=[C:40](Br)[CH:39]=[CH:38][C:37]=3[F:43])([CH3:35])[N:26]=2)(C2C=CC(OC)=CC=2)C2C=CC=CC=2)=CC=1.[NH2:44][C:45]1[CH:52]=[CH:51][C:48]([C:49]#[N:50])=[CH:47][C:46]=1[F:53]>>[NH2:24][C:25]1[N:30]([CH3:31])[C:29](=[O:32])[C:28]([CH3:33])([CH3:34])[C@:27]([C:36]2[CH:41]=[C:40]([NH:44][C:45]3[CH:52]=[CH:51][C:48]([C:49]#[N:50])=[CH:47][C:46]=3[F:53])[CH:39]=[CH:38][C:37]=2[F:43])([CH3:35])[N:26]=1. Procedure: The coupling of (S)-2-{[bis-(4-methoxy-phenyl)-phenyl-methyl]-amino}-6-(5-bromo-2-fluoro-phenyl)-3,5,5,6-tetramethyl-5,6-dihydro-3H-pyrimidin-4-one (intermediate K) and 4-amino-3-fluoro-benzonitrile according to procedure B followed by deprotection yielded the title compound as an off-white foam. MS (ESI): m/z=398.2 [M+H]+. Reactants: CCOCC (ether), C(=O)(OCC1=CC=CC=C1)C(N)C(=O)NCC1CC=2C(=C3C=CC(NC3=C(C2)C)=O)O1 (2-Carbobenzyloxyglycylaminomethyl-5-methyl-2,3,6,7-tetrahydrofuro-[2,3-f]quinoline-7-one), [H][H] (hydrogen), resultant residue, resultant residue. The reagents and catalysts are [Pd] (palladium-on-carbon). Run in CO (methanol), CN(C=O)C (dimethylformamide), CO (methanol), Cl.O1CCOCC1 (HCl dioxane). Yields the product NCC(=O)NCC1CC=2C(=C3C=CC(NC3=C(C2)C)=O)O1 (2-Glycylaminomethyl-5-methyl-2,3,6,7-tetrahydrofuro-[2,3-f]quinoline-7-one). Isolated yield 106.2%. RXN SMILES: C([CH:11]([C:13]([NH:15][CH2:16][CH:17]1[O:31][C:20]2=[C:21]3[C:26](=[C:27]([CH3:29])[CH:28]=[C:19]2[CH2:18]1)[NH:25][C:24](=[O:30])[CH:23]=[CH:22]3)=[O:14])[NH2:12])(OCC1C=CC=CC=1)=O.[H][H].CCOCC>CN(C)C=O.CO.Cl.O1CCOCC1.[Pd]>[NH2:12][CH2:11][C:13]([NH:15][CH2:16][CH:17]1[O:31][C:20]2=[C:21]3[C:26](=[C:27]([CH3:29])[CH:28]=[C:19]2[CH2:18]1)[NH:25][C:24](=[O:30])[CH:23]=[CH:22]3)=[O:14] |f:5.6|. Reported procedure: 2-Carbobenzyloxyglycylaminomethyl-5-methyl-2,3,6,7-tetrahydrofuro-[2,3-f]quinoline-7-one (2.00 g, 4.75 mmol) was dissolved in dimethylformamide (250 ml). To the obtained solution, 10% palladium-on-carbon (2.00 g) was added, followed by stirring at room temperature for 3 hours in the atmosphere of hydrogen. The reaction mixture was filtered, and the filtrate was condensed under reduced pressure. The resultant residue was dissolved in methanol (20 ml), to which 4N-HCl/dioxane (1.2 ml) was added, a...